From a dataset of the Open Reaction Database (ORD), a public repository of structured organic reaction records. describe an organic reaction: reactants, conditions, products, and yield Reactants: COC(=O)c1cc(-c2ccccc2)nc2ccc(C#N)cc12, ClCCl, Cl, [Na+], C1CCOC1, [OH-]. The product is N#Cc1ccc2nc(-c3ccccc3)cc(C(=O)O)c2c1. Reaction SMILES: [CH3:8][O:9][C:10](=[O:11])[c:12]1[cH:13][c:14](-[c:24]2[cH:25][cH:26][cH:27][cH:28][cH:29]2)[n:15][c:16]2[cH:17][cH:18][c:19]([C:22]#[N:23])[cH:20][c:21]12.[Cl:31][CH2:32][Cl:33].[ClH:30].[Na+:2].[O:3]1[CH2:4][CH2:5][CH2:6][CH2:7]1.[OH-:1]>>[O:9]=[C:10]([OH:11])[c:12]1[cH:13][c:14](-[c:24]2[cH:25][cH:26][cH:27][cH:28][cH:29]2)[n:15][c:16]2[cH:17][cH:18][c:19]([C:22]#[N:23])[cH:20][c:21]12. Starting materials: C(CN)N (ethylene diamine), ClC1=C(C=C(C=C1)[N+](=O)[O-])C (2-chloro-5-nitro-toluene), Cl.[N+](=O)([O-])C1=CC(=C(NCCN)C=C1)C (4-nitro-2-methyl-N-(β-aminoethyl) aniline monohydrochloride), [N-]=C=O.[K+] (potassium isocyanate). Yields the product [N+](=O)([O-])C1=CC(=C(NCCNC(=O)N)C=C1)C (4-nitro-2-methyl-N-(β-ureidoethyl) aniline). As a reaction SMILES: C(N)CN.ClC1C=CC([N+]([O-])=O)=CC=1C.Cl.[N+:17]([C:20]1[CH:29]=[CH:28][C:23]([NH:24][CH2:25][CH2:26][NH2:27])=[C:22]([CH3:30])[CH:21]=1)([O-:19])=[O:18].[N-:31]=[C:32]=[O:33].[K+]>>[N+:17]([C:20]1[CH:29]=[CH:28][C:23]([NH:24][CH2:25][CH2:26][NH:27][C:32]([NH2:31])=[O:33])=[C:22]([CH3:30])[CH:21]=1)([O-:19])=[O:18] |f:2.3,4.5|. Procedure: 4-nitro-2-methyl-N-(β-aminoethyl) aniline monohydrochloride is obtained by reacting ethylene diamine with 2-chloro-5-nitro-toluene. This monohydrochloride is then reacted with potassium isocyanate to produce 4-nitro-2-methyl-N-(β-ureidoethyl) aniline, which is reduced with hydrazine and Raney's nickel to 4-amino-2-methyl-N-(β-ureidoethyl) aniline. The reactants are BrCCc1ccccc1, CCO, Cl, [Na+], [OH-], O, O=C(O)C=Cc1ccc(O)cc1. Product: O=C(O)C=Cc1ccc(OCCc2ccccc2)cc1. Reaction SMILES: [Br:15][CH2:16][CH2:17][c:18]1[cH:19][cH:20][cH:21][cH:22][cH:23]1.[CH3:25][CH2:26][OH:27].[ClH:24].[Na+:2].[OH-:1].[OH2:28].[OH:3][c:4]1[cH:5][cH:6][c:7]([CH:8]=[CH:9][C:10](=[O:11])[OH:12])[cH:13][cH:14]1>>[O:3]([c:4]1[cH:5][cH:6][c:7]([CH:8]=[CH:9][C:10](=[O:11])[OH:12])[cH:13][cH:14]1)[CH2:16][CH2:17][c:18]1[cH:19][cH:20][cH:21][cH:22][cH:23]1. Starting materials: C(=C)[Mg]Br (vinyl magnesium bromide), ClCCC[Si](Cl)(C)C (3-chloropropyl dimethylchlorosilane), C1CCOC1 (THF). Reaction conditions: time 2 hour. Yields the product ClCCC[SiH2]C=C(C)C (Chloropropyldimethylvinylsilane). Yield: 66.5%. RXN SMILES: C([Mg]Br)=C.[Cl:5][CH2:6][CH2:7][CH2:8][Si:9]([CH3:12])(C)Cl.[CH2:13]1[CH2:17]OC[CH2:14]1>>[Cl:5][CH2:6][CH2:7][CH2:8][SiH2:9][CH:12]=[C:13]([CH3:17])[CH3:14]. Procedure details: To a stirred solution of 1 M vinyl magnesium bromide in THF (9.1 L), 3-chloropropyl dimethylchlorosilane (1.5 Kg) was added over the period of 3 hr through an addition. The reaction mixture stirred further for 2 hr. Added D.M water (9.1 L) and separated the organic layer. The hazy aqueous layer was filtered through hyflo bed and extracted with dichloromethane (3.0 L). The dichloromethane extract was mixed with organic layer and evaporated to dryness to give yellow liquid which was distilled usin... Starting materials: resultant mixture, FC1=C(C=CC(=C1)F)C(C(C)OC1OCCCC1)=O (2',4'-difluoro-2-(3,4,5,6-tetrahydro-2H-pyran-2-yloxy)propiophenone), ice water, [H-].[Na+] (sodium hydride), [I-].C[S+](=O)(C)C (trimethylsulfoxonium iodide). The solvent is CS(=O)C (dimethyl sulfoxide), CS(=O)C (dimethyl sulfoxide), oil. Reaction conditions: time 10 minute. Yields the product O1C(CCCC1)OC(C)C1(OC1)C1=C(C=C(C=C1)F)F (2-[1-(3,4,5,6-tetrahydro-2H-pyran-2-yloxy)ethyl]-2-(2,4-difluorophenyl)oxirane). The yield is 91.7%. RXN SMILES: [H-].[Na+].[I-].[CH3:4][S+](C)(C)=O.[F:9][C:10]1[CH:15]=[C:14]([F:16])[CH:13]=[CH:12][C:11]=1[C:17](=[O:27])[CH:18]([O:20][CH:21]1[CH2:26][CH2:25][CH2:24][CH2:23][O:22]1)[CH3:19]>CS(C)=O>[O:22]1[CH2:23][CH2:24][CH2:25][CH2:26][CH:21]1[O:20][CH:18]([C:17]1([C:11]2[CH:12]=[CH:13][C:14]([F:16])=[CH:15][C:10]=2[F:9])[CH2:4][O:27]1)[CH3:19] |f:0.1,2.3|. Procedure: To dimethyl sulfoxide (650 ml) was added, at room temperature, 60% sodium hydride in oil (15.2 g) by portions during 10 minutes. The mixture was stirred for 10 minutes at room temperature, to which was added by portions trimethylsulfoxonium iodide (83.7 g) during one hour. To the resultant mixture was added dropwise during one hour a solution of 2',4'-difluoro-2-(3,4,5,6-tetrahydro-2H-pyran-2-yloxy)propiophenone (86.5 g) in dimethyl sulfoxide (150 ml). The mixture was stirred for 3 hours at room...